This data is from the Open Reaction Database (ORD), a public repository of structured organic reaction records. The task is: describe an organic reaction: reactants, conditions, products, and yield The reactants are COC=1C=C(CCl)C=CC1OC (3,4-dimethoxybenzyl chloride), N1(CCNCC1)C(=S)SC (methyl 1-piperazinecarbodithioate), C([O-])([O-])=O.[Na+].[Na+] (sodium carbonate). Run in C(C)O (ethanol). The product is COC=1C=C(CN2CCN(CC2)C(=S)SC)C=CC1OC (methyl 4-(3,4-dimethoxybenzyl)-1-piperazinecarbodithioate). Yield: 14.9%. As a reaction SMILES: [CH3:1][O:2][C:3]1[CH:4]=[C:5]([CH:8]=[CH:9][C:10]=1[O:11][CH3:12])[CH2:6]Cl.[N:13]1([C:19]([S:21][CH3:22])=[S:20])[CH2:18][CH2:17][NH:16][CH2:15][CH2:14]1.C(=O)([O-])[O-].[Na+].[Na+]>C(O)C>[CH3:1][O:2][C:3]1[CH:4]=[C:5]([CH:8]=[CH:9][C:10]=1[O:11][CH3:12])[CH2:6][N:16]1[CH2:17][CH2:18][N:13]([C:19]([S:21][CH3:22])=[S:20])[CH2:14][CH2:15]1 |f:2.3.4|. Procedure details: In a nitrogen atmosphere, 5.615 g (30.08 mmol.) of 3,4-dimethoxybenzyl chloride, 5.57 g (30.08 mmol., purity 95%) of methyl 1-piperazinecarbodithioate, 3.19 g (30.08 mmol.) of anhydrous sodium carbonate and 50 ml of ethanol were mixed and refluxed under heating for 5.5 hours. The solvent was distilled off under reduced pressure. To the residue were added 20 ml of dichloromethane and 20 ml of water. The organic solvent portion was taken out and washed with 30 ml of 1-N hydrochloric acid. To the o... Reactants: C(C)OCC (Diethyl ether), C1(=C(C=CC=C1)C1(CC2=CC=CC=C2C1)O)C (2-(o-tolyl)-2-indanol), Cl (hydrochloric acid). Run in O (water), C1CCOC1 (THF), O (water). Run at time 12 hour. Product: C1(=C(C=CC=C1)C=1CC2=CC=CC=C2C1)C (2-(o-tolyl)-1H-indene). Yield: 63.0%. Reaction SMILES: [C:1]1([CH3:17])[CH:6]=[CH:5][CH:4]=[CH:3][C:2]=1[C:7]1(O)[CH2:15][C:14]2[C:9](=[CH:10][CH:11]=[CH:12][CH:13]=2)[CH2:8]1.Cl.C(OCC)C>C1COCC1.O>[C:1]1([CH3:17])[CH:6]=[CH:5][CH:4]=[CH:3][C:2]=1[C:7]1[CH2:15][C:14]2[C:9]([CH:8]=1)=[CH:10][CH:11]=[CH:12][CH:13]=2. Procedure details: To a solution of 2-(o-tolyl)-2-indanol (10.0 g, 44.6 mmol) in THF (200 mL) was added a solution of concentrated hydrochloric acid (40 mL) in water (60 mL). The solution was stirred at room temperature overnight (12 h). Diethyl ether (200 mL) and water added. Aqueous layer was extracted with diethyl ether (3* 200 mL). All etheral layers were combined, washed with water (50 mL), brine (50 mL), dried over anhydrous magnesium sulphate, and concentrated. Kugelrohr distillation yielded 5.8 g of 2-(o-t... Reactants: CCOC(Cc1ccc(-c2cccc(NC)n2)cc1)C(=O)OC, O=C=Nc1ccc2ccccc2c1. The product is CCOC(Cc1ccc(-c2cccc(N(C)C(=O)Nc3ccc4ccccc4c3)n2)cc1)C(=O)OC. Reaction SMILES: [CH2:1]([CH3:2])[O:3][CH:4]([C:5](=[O:6])[O:7][CH3:8])[CH2:9][c:10]1[cH:11][cH:12][c:13](-[c:16]2[n:17][c:18]([NH:22][CH3:23])[cH:19][cH:20][cH:21]2)[cH:14][cH:15]1.[cH:24]1[c:25]([N:34]=[C:35]=[O:36])[cH:26][cH:27][c:28]2[cH:29][cH:30][cH:31][cH:32][c:33]12>>[CH2:1]([CH3:2])[O:3][CH:4]([C:5](=[O:6])[O:7][CH3:8])[CH2:9][c:10]1[cH:11][cH:12][c:13](-[c:16]2[n:17][c:18]([N:22]([CH3:23])[C:35]([NH:34][c:25]3[cH:24][c:33]4[c:28]([cH:27][cH:26]3)[cH:29][cH:30][cH:31][cH:32]4)=[O:36])[cH:19][cH:20][cH:21]2)[cH:14][cH:15]1. Reactants: C1COCCN1, Cc1ccc(N(C(=O)c2ccco2)C2CCN(CCC3(CC(=O)O)CCCCC3)CC2)nc1, CN(C)C=O, O=C(Cl)C(=O)Cl, ClCCl. Yields the product Cc1ccc(N(C(=O)c2ccco2)C2CCN(CCC3(CC(=O)N4CCOCC4)CCCCC3)CC2)nc1. As a reaction SMILES: [CH2:45]1[CH2:46][O:47][CH2:48][CH2:49][NH:50]1.[CH3:1][c:2]1[cH:3][cH:4][c:5]([N:8]([C:9](=[O:10])[c:11]2[o:12][cH:13][cH:14][cH:15]2)[CH:16]2[CH2:17][CH2:18][N:19]([CH2:22][CH2:23][C:24]3([CH2:30][C:31](=[O:32])[OH:33])[CH2:25][CH2:26][CH2:27][CH2:28][CH2:29]3)[CH2:20][CH2:21]2)[n:6][cH:7]1.[CH3:34][N:35]([CH3:36])[CH:37]=[O:38].[Cl:39][C:40]([C:41]([Cl:42])=[O:43])=[O:44].[Cl:51][CH2:52][Cl:53]>>[CH3:1][c:2]1[cH:3][cH:4][c:5]([N:8]([C:9](=[O:10])[c:11]2[o:12][cH:13][cH:14][cH:15]2)[CH:16]2[CH2:17][CH2:18][N:19]([CH2:22][CH2:23][C:24]3([CH2:30][C:31](=[O:33])[N:50]4[CH2:45][CH2:46][O:47][CH2:48][CH2:49]4)[CH2:25][CH2:26][CH2:27][CH2:28][CH2:29]3)[CH2:20][CH2:21]2)[n:6][cH:7]1.